This data is from the Open Reaction Database (ORD), a public repository of structured organic reaction records. The task is: describe an organic reaction: reactants, conditions, products, and yield The product is Nc1cncc(C(F)F)c1. RXN SMILES: [C:1]([O:2][C:3](=[O:4])[NH:7][c:8]1[cH:9][n:10][cH:11][c:12]([CH:14]([F:15])[F:16])[cH:13]1)([CH3:5])([CH3:6])[CH3:17].[CH3:19][CH2:20][OH:21].[CH3:22][CH2:23][O:24][C:25](=[O:26])[CH3:27].[ClH:18]>>[NH2:7][c:8]1[cH:9][n:10][cH:11][c:12]([CH:14]([F:15])[F:16])[cH:13]1. Starting materials: CC(C)(C)OC(=O)Nc1cncc(C(F)F)c1, CCO, CCOC(C)=O, Cl. The yield is 65.5%. Reaction SMILES: [Cl:1][C:2]1[CH:7]=[CH:6][CH:5]=[CH:4][C:3]=1[N+:8]([O-])=O.[C:11](O)(=[O:13])C>O>[Cl:1][C:2]1[CH:7]=[CH:6][CH:5]=[CH:4][C:3]=1[NH2:8].[Cl:1][C:2]1[CH:7]=[C:6]([O:13][CH3:11])[CH:5]=[CH:4][C:3]=1[NH2:8]. The solvent is O (water). Procedure details: The same catalytic reduction reaction as in Example 1 was carried out except that 157.6 g (1.0 mole) of o-chloronitrobenzene was used instead of 137.1 g (1.0 mole) of o-nitrotoluene and a 50% aqueous solution of acetic acid was used instead of distilled water. The reaction required a period of 480 minutes with the absorption of 53.0 liters of hydrogen until its termination. Subsequently, the reaction solution was worked up in the same way as in Example 1 to give 8.5 g of o-chloroaniline as an in... Product: ClC1=C(N)C=CC=C1 (o-chloroaniline), ClC1=C(N)C=CC(=C1)OC (2-chloro-4-methoxyaniline). Starting materials: C(C)(=O)O (acetic acid), ClC1=C(C=CC=C1)[N+](=O)[O-] (o-chloronitrobenzene), aqueous solution. Starting materials: ester, COC(C1=C(C=CC(=C1)C=1SC=C(N1)C1=CC(=C(C=C1)Cl)Cl)Br)=O (2-bromo-5-[4-(3,4-dichloro-phenyl)-thiazol-2-yl]-benzoic acid methyl ester), COC(C1=C(C=CC(=C1)C=1SC=C(N1)C1=CC(=C(C=C1)Cl)Cl)Br)=O (2-bromo-5-[4-(3,4-dichloro-phenyl)-thiazol-2-yl]-benzoic acid methyl ester), ClC1=C(C=CC(=C1)F)B(O)O (2-chloro-4-fluorophenylboronic acid). Product: ClC1=C(C=CC(=C1)F)C=1C(=CC(=CC1)C=1SC=C(N1)C1=CC(=C(C=C1)Cl)Cl)C(=O)O (2′-chloro-4-[4-(3,4-dichloro-phenyl)-thiazol-2-yl]-4′-fluoro-biphenyl-2-carboxylic acid). The yield is 8.4%. RXN SMILES: C[O:2][C:3](=[O:24])[C:4]1[CH:9]=[C:8]([C:10]2[S:11][CH:12]=[C:13]([C:15]3[CH:20]=[CH:19][C:18]([Cl:21])=[C:17]([Cl:22])[CH:16]=3)[N:14]=2)[CH:7]=[CH:6][C:5]=1Br.[Cl:25][C:26]1[CH:31]=[C:30]([F:32])[CH:29]=[CH:28][C:27]=1B(O)O>>[Cl:25][C:26]1[CH:31]=[C:30]([F:32])[CH:29]=[CH:28][C:27]=1[C:5]1[C:4]([C:3]([OH:2])=[O:24])=[CH:9][C:8]([C:10]2[S:11][CH:12]=[C:13]([C:15]3[CH:20]=[CH:19][C:18]([Cl:21])=[C:17]([Cl:22])[CH:16]=3)[N:14]=2)=[CH:7][CH:6]=1. Procedure: Using the conditions of General Procedure B for Suzuki Coupling and Hydrolysis in Parallel Mode, 2-bromo-5-[4-(3,4-dichloro-phenyl)-thiazol-2-yl]-benzoic acid methyl ester (which may be prepared as described for Intermediate 6; 89 mg, 0.2 mmol) was reacted with and 2-chloro-4-fluorophenylboronic acid (available from Combi-Blocks Inc.; 70 mg, 0.4 mmol). The resulting ester was hydrolyzed and the acid was purified to give 2′-chloro-4-[4-(3,4-dichloro-phenyl)-thiazol-2-yl]-4′-fluoro-biphenyl-2-carb... Product: NC(=O)CCCCn1ccc(N)n1. The reactants are CC(C)O, [H][H], NC(=O)CCCCn1ccc([N+](=O)[O-])n1. RXN SMILES: [CH:18]([OH:19])([CH3:20])[CH3:21].[H:16][H:17].[N+:1]([O-:2])(=[O:3])[c:4]1[n:5][n:6]([CH2:9][CH2:10][CH2:11][CH2:12][C:13](=[O:14])[NH2:15])[cH:7][cH:8]1>>[NH2:1][c:4]1[n:5][n:6]([CH2:9][CH2:10][CH2:11][CH2:12][C:13](=[O:14])[NH2:15])[cH:7][cH:8]1. Reported procedure: From 2-amino-4-(2-bromo-benzylamino)-6-furan-2-yl-pyrimidine-5-carbonitrile and N-bromosuccinimide in DMF. ES-MS m/e (%): 451 (M{81Br}+H+, 100), 449 (M{79Br}+H+, 95). Yields the product NC1=NC(=C(C(=N1)NCC1=C(C=CC=C1)Br)C#N)C=1OC(=CC1)Br (2-Amino-4-(2-bromo-benzylamino)-6-(5-bromo-furan-2-yl)-pyrimidine-5-carbonitrile). Starting materials: NC1=NC(=C(C(=N1)NCC1=C(C=CC=C1)Br)C#N)C=1OC=CC1 (2-amino-4-(2-bromo-benzylamino)-6-furan-2-yl-pyrimidine-5-carbonitrile), M{79Br} H+, BrN1C(CCC1=O)=O (N-bromosuccinimide), M{81Br} H+. Solvent: CN(C)C=O (DMF). Reaction SMILES: [NH2:1][C:2]1[N:7]=[C:6]([NH:8][CH2:9][C:10]2[CH:15]=[CH:14][CH:13]=[CH:12][C:11]=2[Br:16])[C:5]([C:17]#[N:18])=[C:4]([C:19]2[O:20][CH:21]=[CH:22][CH:23]=2)[N:3]=1.[Br:24]N1C(=O)CCC1=O>CN(C=O)C>[NH2:1][C:2]1[N:7]=[C:6]([NH:8][CH2:9][C:10]2[CH:15]=[CH:14][CH:13]=[CH:12][C:11]=2[Br:16])[C:5]([C:17]#[N:18])=[C:4]([C:19]2[O:20][C:21]([Br:24])=[CH:22][CH:23]=2)[N:3]=1. The reactants are Oc1ccc(Br)nc1, CC(C)Br, O=C([O-])[O-], CCOC(C)=O, [K+], [K+], CN(C)C=O. Yields the product CC(C)Oc1ccc(Br)nc1. As a reaction SMILES: [Br:16][c:17]1[cH:18][cH:19][c:20]([OH:23])[cH:21][n:22]1.[Br:1][CH:2]([CH3:3])[CH3:4].[C:5](=[O:6])([O-:7])[O-:8].[CH3:24][CH2:25][O:26][C:27](=[O:28])[CH3:29].[K+:10].[K+:9].[O:11]=[CH:12][N:13]([CH3:14])[CH3:15]>>[CH:2]([CH3:3])([CH3:4])[O:23][c:20]1[cH:19][cH:18][c:17]([Br:16])[n:22][cH:21]1. The solvent is O (water), COCCO (2-methoxyethanol). Reported procedure: The 2'-Hydroxy-4-methylchalcone of Example 13 (7.3 g.) was boiled under reflux with a solution of 85% phosphoric acid (22 ml.) in 2-methoxyethanol (219 ml.) for 8 hrs. The reaction mixture was diluted with water (1 liter) and the oily precipitate extracted into dichloromethane (300 ml.). The organic extract was separated and washed with water and saturated sodium bicarbonate solution. Filtration and evaporation gave a residue of 4'-methylflavanone contaminated with the starting chalcone. Reactants: OC1=C(C(C=CC2=CC=C(C=C2)C)=O)C=CC=C1 (2'-Hydroxy-4-methylchalcone), P(O)(O)(O)=O (phosphoric acid). Product: CC1=CC=C(C2OC3=CC=CC=C3C(C2)=O)C=C1 (4'-methylflavanone). RXN SMILES: [OH:1][C:2]1[CH:18]=[CH:17][CH:16]=[CH:15][C:3]=1[C:4](=[O:14])[CH:5]=[CH:6][C:7]1[CH:12]=[CH:11][C:10]([CH3:13])=[CH:9][CH:8]=1.P(=O)(O)(O)O>COCCO.O>[CH3:13][C:10]1[CH:11]=[CH:12][C:7]([CH:6]2[CH2:5][C:4](=[O:14])[C:3]3[C:2](=[CH:18][CH:17]=[CH:16][CH:15]=3)[O:1]2)=[CH:8][CH:9]=1.